Dataset: the Open Reaction Database (ORD), a public repository of structured organic reaction records. Task: describe an organic reaction: reactants, conditions, products, and yield The product is CC1([C@@H](N(CCS1)S(=O)(=O)C1=CC=C(C=C1)OCC#C)C(=O)OC(C)(C)C)C (tert-butyl(3S)-2,2-dimethyl-4-{[4-(2-propynyloxy)phenyl]sulfonyl}-3-thiomorpholine carboxylate). Procedure: According to the procedure of Step 2 of Example 248, Mitsunobu coupling of 0.30 g (0.775 mmoL) of tert-butyl(3S)-4-[(4-hydroxyphenyl)sulfonyl]-2,2-dimethyl-3-thiomorpholinecarboxylate and 0.054 mL (0.93 mmol) of propargyl alcohol gave 0.313 g of tert-butyl(3S)-2,2-dimethyl-4-{[4-(2-propynyloxy)phenyl]sulfonyl}-3-thiomorpholine carboxylate as a white solid. Electrospray Mass Spec 426.4 (M+H)+. Reaction SMILES: [OH:1][C:2]1[CH:7]=[CH:6][C:5]([S:8]([N:11]2[CH2:16][CH2:15][S:14][C:13]([CH3:18])([CH3:17])[C@@H:12]2[C:19]([O:21][C:22]([CH3:25])([CH3:24])[CH3:23])=[O:20])(=[O:10])=[O:9])=[CH:4][CH:3]=1.[CH2:26](O)[C:27]#[CH:28]>>[CH3:18][C:13]1([CH3:17])[S:14][CH2:15][CH2:16][N:11]([S:8]([C:5]2[CH:6]=[CH:7][C:2]([O:1][CH2:28][C:27]#[CH:26])=[CH:3][CH:4]=2)(=[O:9])=[O:10])[C@H:12]1[C:19]([O:21][C:22]([CH3:25])([CH3:24])[CH3:23])=[O:20]. Isolated yield 95.0%. Starting materials: OC1=CC=C(C=C1)S(=O)(=O)N1[C@H](C(SCC1)(C)C)C(=O)OC(C)(C)C (tert-butyl(3S)-4-[(4-hydroxyphenyl)sulfonyl]-2,2-dimethyl-3-thiomorpholinecarboxylate), C(C#C)O (propargyl alcohol).